From a dataset of the Open Reaction Database (ORD), a public repository of structured organic reaction records. describe an organic reaction: reactants, conditions, products, and yield Reactants: COC(C1=C(C=C(C(=C1)[N+](=O)[O-])Cl)N)=O (2-amino-4-chloro-5-nitrobenzoic acid methyl ester), BrC=1C=C(C=CC1)CC(=O)Cl ((3-bromophenyl)acetyl chloride). The solvent is ClC(C)Cl (dichloroethane). Reaction conditions: time 18 hour. The product is COC(C1=C(C=C(C(=C1)[N+](=O)[O-])Cl)NC(CC1=CC(=CC=C1)Br)=O)=O (2-[2-(3-bromophenyl)-acetylamino]-4-chloro-5-nitrobenzoic acid methyl ester). As a reaction SMILES: [CH3:1][O:2][C:3](=[O:15])[C:4]1[CH:9]=[C:8]([N+:10]([O-:12])=[O:11])[C:7]([Cl:13])=[CH:6][C:5]=1[NH2:14].[Br:16][C:17]1[CH:18]=[C:19]([CH2:23][C:24](Cl)=[O:25])[CH:20]=[CH:21][CH:22]=1>ClC(Cl)C>[CH3:1][O:2][C:3](=[O:15])[C:4]1[CH:9]=[C:8]([N+:10]([O-:12])=[O:11])[C:7]([Cl:13])=[CH:6][C:5]=1[NH:14][C:24](=[O:25])[CH2:23][C:19]1[CH:20]=[CH:21][CH:22]=[C:17]([Br:16])[CH:18]=1. Reported procedure: To a suspension of 2-amino-4-chloro-5-nitrobenzoic acid methyl ester (Example 9, 780 mg in 10 mL dichloroethane) was added a solution of (3-bromophenyl)acetyl chloride (prepared essentially as described in Example 9, 866 mg in 5 mL dichloroethane) and the mixture heated to reflux on an oil bath. After 18 hours, the reaction mixture was concentrated in vacuo and the title compound obtained by crystallization from methanol (1.18 g). The reactants are ClC=1C=C(C=C(C1)Cl)C1(CC(=NO1)C1=CC(=C(C=C1)[N+](=O)[O-])O)C(F)(F)F (5-(3,5-dichlorophenyl)-3-(3-hydroxy-4-nitrophenyl)-5-trifluoromethyl-4,5-dihydroisoxazole), BrC(C(=O)OCC)(F)F (ethyl bromodifluoroacetate), C([O-])([O-])=O.[K+].[K+] (potassium carbonate). Run in C(C)#N (acetonitrile), O (water). Run at temperature 80 celsius, time 1 hour. Product: ClC=1C=C(C=C(C1)Cl)C1(CC(=NO1)C1=CC(=C(C=C1)[N+](=O)[O-])OC(F)F)C(F)(F)F (5-(3,5-dichlorophenyl)-3-(3-difluoromethoxy-4-nitrophenyl)-5-trifluoromethyl-4,5-dihydroisoxazole). Reaction SMILES: [Cl:1][C:2]1[CH:3]=[C:4]([C:9]2([C:24]([F:27])([F:26])[F:25])[O:13][N:12]=[C:11]([C:14]3[CH:19]=[CH:18][C:17]([N+:20]([O-:22])=[O:21])=[C:16]([OH:23])[CH:15]=3)[CH2:10]2)[CH:5]=[C:6]([Cl:8])[CH:7]=1.Br[C:29]([F:36])([F:35])C(OCC)=O.C(=O)([O-])[O-].[K+].[K+]>C(#N)C.O>[Cl:1][C:2]1[CH:3]=[C:4]([C:9]2([C:24]([F:25])([F:27])[F:26])[O:13][N:12]=[C:11]([C:14]3[CH:19]=[CH:18][C:17]([N+:20]([O-:22])=[O:21])=[C:16]([O:23][CH:29]([F:36])[F:35])[CH:15]=3)[CH2:10]2)[CH:5]=[C:6]([Cl:8])[CH:7]=1 |f:2.3.4|. Reported procedure: In a solution of 0.30 g of 5-(3,5-dichlorophenyl)-3-(3-hydroxy-4-nitrophenyl)-5-trifluoromethyl-4,5-dihydroisoxazole in 20 mL of acetonitrile and 3 mL of water, 0.218 g of ethyl bromodifluoroacetate and 0.293 g of potassium carbonate were added, and stirred at 80° C. for 1 hour. After the completion of the reaction, the solvent was distilled off under reduced pressure, 10 mL of water was added in the residue, and extracted with ethyl acetate (20 mL×1). The organic phase was washed with water, an... The reactants are OCC1(COC1)CCC (3-hydroxymethyl-3-n-propyloxetane), CCOCC (ether), N1=CC=CC=C1 (pyridine), CCOCC (ether). Conditions: time 16 hour. Product: C(CCCC#C)(=O)OCC1(COC1)CCC ((3-propyloxetan-3-yl)methyl hex-5-ynoate). Reaction SMILES: [OH:1][CH2:2][C:3]1([CH2:7][CH2:8][CH3:9])[CH2:6][O:5][CH2:4]1.N1C=[CH:14][CH:13]=[CH:12][CH:11]=1.CC[O:18][CH2:19][CH3:20]>>[C:19]([O:1][CH2:2][C:3]1([CH2:7][CH2:8][CH3:9])[CH2:6][O:5][CH2:4]1)(=[O:18])[CH2:20][CH2:14][CH2:13][C:12]#[CH:11]. Procedure: A mixture of hex-5-ynoic acid (1 g) and thionyl chloride (1.95 ml) in benzene (25 ml) was heated under reflux for 3 hours. The resulting solution was cooled and then evaporated in vacuo. The acid halide thus obtained was taken up in ether (5 ml) and added, dropwise, to a stirred solution of 3-hydroxymethyl-3-n-propyloxetane (1.2 g) and pyridine (0.8 ml) in dry ether (20 ml.). The reaction mixture was stirred at room temperature for 16 hours. After this time the organic phase was washed with wate... The reactants are C(C)C1=NN2C(N=C(C=C2C)C)=C1CC1=CC=C(C=C1)[N+]#N (4-(2-ethyl-5,7-dimethyl-pyrazolo[1,5-a]pyrimidin-3-ylmethyl)-benzenediazonium), [Sn](Cl)Cl (tin(II)chloride). Solvent: Cl (HCl). Run at time 30 minute. Product: C(C)C1=NN2C(N=C(C=C2C)C)=C1CC1=CC=C(C=C1)NN ([4-(2-ethyl-5,7-dimethyl-pyrazolo[1,5-a]pyrimidin-3-ylmethyl)-phenyl]-hydrazine). As a reaction SMILES: [CH2:1]([C:3]1[C:13]([CH2:14][C:15]2[CH:20]=[CH:19][C:18]([N+:21]#[N:22])=[CH:17][CH:16]=2)=[C:6]2[N:7]=[C:8]([CH3:12])[CH:9]=[C:10]([CH3:11])[N:5]2[N:4]=1)[CH3:2].[Sn](Cl)Cl>Cl>[CH2:1]([C:3]1[C:13]([CH2:14][C:15]2[CH:16]=[CH:17][C:18]([NH:21][NH2:22])=[CH:19][CH:20]=2)=[C:6]2[N:7]=[C:8]([CH3:12])[CH:9]=[C:10]([CH3:11])[N:5]2[N:4]=1)[CH3:2]. Procedure: The crude 4-(2-ethyl-5,7-dimethyl-pyrazolo[1,5-a]pyrimidin-3-ylmethyl)-benzenediazonium salt (14) (1.8 g, 6.16 mmol) was dissolved in 40 ml of conc. HCl. After addition of tin(II)chloride (1.75 g, 9.24 mmol) the reaction mixture was stirred for 30 min at r.t. The reaction mixture was concentrated and used in the next step without further purification. Starting materials: NC1=NOC=C1 (3-aminoisoxazole), C([O-])(O)=O.[Na+] (sodium bicarbonate), NC1=NOC=C1 (3-aminoisoxazole), NC1=CC=C(C=C1)B1OC(C)(C)C(C)(C)O1 ((4-Aminophenyl)boronic acid pinacol ester), C1(=CC=CC=C1)OC(=O)Cl (phenylchloroformate), C([O-])(O)=O.[Na+] (sodium bicarbonate). Solvent: C1CCOC1 (THF). Conditions: time 1 hour. Product: O1N=C(C=C1)NC(NC1=CC=C(C=C1)B1OC(C(O1)(C)C)(C)C)=O (3-(1,2-Oxazol-3-yl)-1-[4-(4,4,5,5-tetramethyl-1,3,2-dioxaborolan-2-yl)phenyl]urea). RXN SMILES: [NH2:1][C:2]1[CH:7]=[CH:6][C:5]([B:8]2[O:16][C:13]([CH3:15])([CH3:14])[C:10]([CH3:12])([CH3:11])[O:9]2)=[CH:4][CH:3]=1.[C:17](=[O:20])(O)[O-].[Na+].C1(OC(Cl)=O)C=CC=CC=1.[NH2:32][C:33]1[CH:37]=[CH:36][O:35][N:34]=1>C1COCC1>[O:35]1[CH:36]=[CH:37][C:33]([NH:32][C:17](=[O:20])[NH:1][C:2]2[CH:7]=[CH:6][C:5]([B:8]3[O:16][C:13]([CH3:15])([CH3:14])[C:10]([CH3:11])([CH3:12])[O:9]3)=[CH:4][CH:3]=2)=[N:34]1 |f:1.2|. Procedure details: (4-Aminophenyl)boronic acid pinacol ester (1 g) was dissolved in dry THF (30 mL), sodium bicarbonate (576 mg) added followed by the dropwise addition of phenylchloroformate (0.575 mL). The mixture was stirred at RT for 1 hour then. 3-aminoisoxazole (0.506 mL) added and the reaction left to stir at 40° C. for 16 h. More 3-aminoisoxazole (0.506 mL) and sodium bicarbonate (576 mg) were added and the reaction heated to 75° C. for 8 h. before the mixture was concentrated in vacuo and partitioned betw... Reactants: FC(C(=O)O)(F)F.ClC=1C=C2C=3C=CN=CC3NC2=C(C1)NC(=O)[C@H]1N(CC(OC1)(C)C)C[C@H](C)N ((S)-4-((S)-2-Amino-propyl)-6,6-dimethyl-morpholine-3-carboxylic acid (6-chloro-9H-beta-carbolin-8-yl)-amide trifluoroacetate salt), CC1=CC=NC=C1C(=O)O (4-methyl-nicotinic acid). The product is ClC=1C=C2C=3C=CN=CC3NC2=C(C1)NC(=O)[C@H]1N(CC(OC1)(C)C)C[C@H](C)NC(=O)C=1C=NC=CC1C ((S)-6,6-Dimethyl-4-{(S)-2-[(4-methyl-pyridine-3-carbonyl)-amino]-propyl}-morpholine-3-carboxylic acid (6-chloro-9H-beta-carbolin-8-yl)-amide). Yield: 79.0%. Reaction SMILES: FC(F)(F)C(O)=O.[Cl:8][C:9]1[CH:10]=[C:11]2[C:19](=[C:20]([NH:22][C:23]([C@@H:25]3[CH2:30][O:29][C:28]([CH3:32])([CH3:31])[CH2:27][N:26]3[CH2:33][C@@H:34]([NH2:36])[CH3:35])=[O:24])[CH:21]=1)[NH:18][C:17]1[CH:16]=[N:15][CH:14]=[CH:13][C:12]2=1.[CH3:37][C:38]1[C:43]([C:44](O)=[O:45])=[CH:42][N:41]=[CH:40][CH:39]=1>>[Cl:8][C:9]1[CH:10]=[C:11]2[C:19](=[C:20]([NH:22][C:23]([C@@H:25]3[CH2:30][O:29][C:28]([CH3:31])([CH3:32])[CH2:27][N:26]3[CH2:33][C@@H:34]([NH:36][C:44]([C:43]3[CH:42]=[N:41][CH:40]=[CH:39][C:38]=3[CH3:37])=[O:45])[CH3:35])=[O:24])[CH:21]=1)[NH:18][C:17]1[CH:16]=[N:15][CH:14]=[CH:13][C:12]2=1 |f:0.1|. Reported procedure: The desired compound was prepared according to Method E from (S)-4-((S)-2-Amino-propyl)-6,6-dimethyl-morpholine-3-carboxylic acid (6-chloro-9H-beta-carbolin-8-yl)-amide trifluoroacetate salt and 4-methyl-nicotinic acid in 79% yield.